From a dataset of the Open Reaction Database (ORD), a public repository of structured organic reaction records. describe an organic reaction: reactants, conditions, products, and yield Starting materials: COC=1C=C2C(=CC=NC2=CC1OC)OC1=CC=C(C=C1)N (6,7-Dimethoxy-4-(4-aminophenoxy)quinoline), FC(C1=CC=C(C=C1)N=C=O)(F)F (4-trifluoromethylphenyl isocyanate). Solvent: C1(=CC=CC=C1)C (toluene). Yields the product FC(C1=CC=C(C=C1)NC(=O)NC1=CC=C(C=C1)OC1=CC=NC2=CC(=C(C=C12)OC)OC)(F)F (N-(4-Trifluoromethylphenyl)-N'-{4-[(6,7-dimethoxy-4-quinolinyl)oxy]phenyl}urea). Yield: 88.0%. RXN SMILES: [CH3:1][O:2][C:3]1[CH:4]=[C:5]2[C:10](=[CH:11][C:12]=1[O:13][CH3:14])[N:9]=[CH:8][CH:7]=[C:6]2[O:15][C:16]1[CH:21]=[CH:20][C:19]([NH2:22])=[CH:18][CH:17]=1.[F:23][C:24]([F:35])([F:34])[C:25]1[CH:30]=[CH:29][C:28]([N:31]=[C:32]=[O:33])=[CH:27][CH:26]=1>C1(C)C=CC=CC=1>[F:23][C:24]([F:34])([F:35])[C:25]1[CH:26]=[CH:27][C:28]([NH:31][C:32]([NH:22][C:19]2[CH:18]=[CH:17][C:16]([O:15][C:6]3[C:5]4[C:10](=[CH:11][C:12]([O:13][CH3:14])=[C:3]([O:2][CH3:1])[CH:4]=4)[N:9]=[CH:8][CH:7]=3)=[CH:21][CH:20]=2)=[O:33])=[CH:29][CH:30]=1. Procedure: 6,7-Dimethoxy-4-(4-aminophenoxy)quinoline (53 mg) was dissolved in toluene (3 ml) with heat, 4-trifluoromethylphenyl isocyanate (0.2 ml) was added, and the admixture was refluxed with heat for 10 minutes. The separated crystals were filtered and washed with toluene to obtain 77 mg of the title compound (yield: 88%).